Dataset: the Open Reaction Database (ORD), a public repository of structured organic reaction records. Task: describe an organic reaction: reactants, conditions, products, and yield The reactants are [O-]CC.[Na+] (sodium ethoxide), Cl (HCl), O=C1NC2=CC(=CC=C2C1)C(=O)C=1C=C(C=CC1)NC(=O)C=1C(=NN(C1Cl)C)C (5-Chloro-1,3-dimethyl-1H-pyrazole-4-carboxylic acid [3-(2-oxo-2,3-dihydro-1H-indole-6-carbonyl)-phenyl]-amide), C(=O)OCC (ethyl formate). Run in C(C)O (ethanol), C(C)O (ethanol). Conditions: temperature 78 celsius. Yields the product OC=C1C(NC2=CC(=CC=C12)C(=O)C=1C=C(C=CC1)NC(=O)C=1C(=NN(C1Cl)C)C)=O (5-Chloro-1,3-dimethyl-1H-pyrazole-4-carboxylic acid [3-(3-hydroxymethylene-2-oxo-2,3-dihydro-1H-indole-6-carbonyl)-phenyl]-amide). Yield: 59.1%. As a reaction SMILES: [O:1]=[C:2]1[CH2:10][C:9]2[C:4](=[CH:5][C:6]([C:11]([C:13]3[CH:14]=[C:15]([NH:19][C:20]([C:22]4[C:23]([CH3:29])=[N:24][N:25]([CH3:28])[C:26]=4[Cl:27])=[O:21])[CH:16]=[CH:17][CH:18]=3)=[O:12])=[CH:7][CH:8]=2)[NH:3]1.[CH:30](OCC)=[O:31].[O-]CC.[Na+].Cl>C(O)C>[OH:31][CH:30]=[C:10]1[C:9]2[C:4](=[CH:5][C:6]([C:11]([C:13]3[CH:14]=[C:15]([NH:19][C:20]([C:22]4[C:23]([CH3:29])=[N:24][N:25]([CH3:28])[C:26]=4[Cl:27])=[O:21])[CH:16]=[CH:17][CH:18]=3)=[O:12])=[CH:7][CH:8]=2)[NH:3][C:2]1=[O:1] |f:2.3|. Reported procedure: 5-Chloro-1,3-dimethyl-1H-pyrazole-4-carboxylic acid [3-(2-oxo-2,3-dihydro-1H-indole-6-carbonyl)-phenyl]-amide (0.233 g, 0.571) and ethyl formate (0.140 mL, 1.71 mmol) were dissolved in anhydrous ethanol (1.10 mL). The resulting solution was treated in dropwise fashion with a 21 wt % solution of sodium ethoxide in ethanol (1.10 mL, 2.85 mmol). This reaction mixture was heated at 78° C. for 1 h, turning the reaction mixture to a brownish red color. The reaction mixture was cooled to room temperatu... The reactants are COC1=CC=C(C=C1)[C@@H]1SC2=C(NC([C@@H]1O)=O)C(=CC=C2)C ((±)-cis-2-(4-methoxyphenyl)-3-hydroxy-6-methyl-2,3-dihydro-1,5-benzothiazepin-4(5H)-one), Cl.CN(CCCl)C (2-(dimethylamino)ethyl chloride hydrochloride), C([O-])([O-])=O.[K+].[K+] (potassium carbonate). Solvent: CC(=O)C (acetone). Product: Cl.COC1=CC=C(C=C1)[C@@H]1SC2=C(N(C([C@@H]1O)=O)CCN(C)C)C(=CC=C2)C ((±)-cis-2-(4-methoxyphenyl)-3-hydroxy-5-[2-(dimethylamino)ethyl]-6-methyl-2,3-dihydro-1,5-benzothiazepin-4(5H)-one hydrochloride). Isolated yield 77.7%. As a reaction SMILES: [CH3:1][O:2][C:3]1[CH:8]=[CH:7][C:6]([C@H:9]2[C@@H:15]([OH:16])[C:14](=[O:17])[NH:13][C:12]3[C:18]([CH3:22])=[CH:19][CH:20]=[CH:21][C:11]=3[S:10]2)=[CH:5][CH:4]=1.Cl.[CH3:24][N:25]([CH3:29])[CH2:26][CH2:27][Cl:28].C(=O)([O-])[O-].[K+].[K+]>CC(C)=O>[ClH:28].[CH3:1][O:2][C:3]1[CH:4]=[CH:5][C:6]([C@H:9]2[C@@H:15]([OH:16])[C:14](=[O:17])[N:13]([CH2:27][CH2:26][N:25]([CH3:29])[CH3:24])[C:12]3[C:18]([CH3:22])=[CH:19][CH:20]=[CH:21][C:11]=3[S:10]2)=[CH:7][CH:8]=1 |f:1.2,3.4.5,7.8|. Procedure details: A mixture of 2.81 g of (±)-cis-2-(4-methoxyphenyl)-3-hydroxy-6-methyl-2,3-dihydro-1,5-benzothiazepin-4(5H)-one, 1.35 g of 2-(dimethylamino)ethyl chloride hydrochloride, 2.7 g of potassium carbonate and 40 ml of acetone is refluxed for 16 hours. After the reaction is completed, the inorganic materials are removed by filtration and then washed with chloroform. The filtrate and the washing are combined and then evaporated to remove solvent. The residue is converted into its hydrochloride and then r...